Dataset: the Open Reaction Database (ORD), a public repository of structured organic reaction records. Task: describe an organic reaction: reactants, conditions, products, and yield Starting materials: [Br-], O=C(CCC(=O)OCc1ccccc1)CCC(=O)OCc1ccccc1, C1CCOC1, C[Si](C)(C)[N-][Si](C)(C)C, C[P+](c1ccccc1)(c1ccccc1)c1ccccc1, [Na+], O. The product is C=C(CCC(=O)OCc1ccccc1)CCC(=O)OCc1ccccc1. Reaction SMILES: [Br-:37].[CH2:11]([c:12]1[cH:13][cH:14][cH:15][cH:16][cH:17]1)[O:18][C:19]([CH2:20][CH2:21][C:22]([CH2:23][CH2:24][C:25](=[O:26])[O:27][CH2:28][c:29]1[cH:30][cH:31][cH:32][cH:33][cH:34]1)=[O:35])=[O:36].[CH2:58]1[O:59][CH2:60][CH2:61][CH2:62]1.[CH3:2][Si:3]([N-:4][Si:5]([CH3:6])([CH3:7])[CH3:8])([CH3:9])[CH3:10].[CH3:38][P+:39]([c:40]1[cH:41][cH:42][cH:43][cH:44][cH:45]1)([c:46]1[cH:47][cH:48][cH:49][cH:50][cH:51]1)[c:52]1[cH:53][cH:54][cH:55][cH:56][cH:57]1.[Na+:1].[OH2:63]>>[CH2:2]=[C:22]([CH2:21][CH2:20][C:19]([O:18][CH2:11][c:12]1[cH:13][cH:14][cH:15][cH:16][cH:17]1)=[O:36])[CH2:23][CH2:24][C:25](=[O:26])[O:27][CH2:28][c:29]1[cH:30][cH:31][cH:32][cH:33][cH:34]1. Reactants: O=C([O-])[O-], COC(=O)c1coc(CCl)n1, [Cs+], [Cs+], O=C1Nc2ccccc2C12COc1cc3c(cc12)OCO3, C1CCOC1. The product is COC(=O)c1coc(CN2C(=O)C3(COc4cc5c(cc43)OCO5)c3ccccc32)n1. As a reaction SMILES: [C:33](=[O:34])([O-:35])[O-:36].[Cl:22][CH2:23][c:24]1[o:25][cH:26][c:27]([C:29](=[O:30])[O:31][CH3:32])[n:28]1.[Cs+:37].[Cs+:38].[NH:1]1[C:2](=[O:21])[C:3]2([CH2:4][O:5][c:6]3[c:7]2[cH:8][c:9]2[c:10]([cH:14]3)[O:11][CH2:12][O:13]2)[c:15]2[cH:16][cH:17][cH:18][cH:19][c:20]21.[O:39]1[CH2:40][CH2:41][CH2:42][CH2:43]1>>[N:1]1([CH2:23][c:24]2[o:25][cH:26][c:27]([C:29](=[O:30])[O:31][CH3:32])[n:28]2)[C:2](=[O:21])[C:3]2([CH2:4][O:5][c:6]3[c:7]2[cH:8][c:9]2[c:10]([cH:14]3)[O:11][CH2:12][O:13]2)[c:15]2[cH:16][cH:17][cH:18][cH:19][c:20]21. Starting materials: CS(=O)(=O)c1ccc(CO)c(C(F)(F)F)c1, CCOCC, [Na+], [OH-], O, BrP(Br)Br. Product: CS(=O)(=O)c1ccc(CBr)c(C(F)(F)F)c1. Reaction SMILES: [CH3:1][S:2](=[O:3])(=[O:4])[c:5]1[cH:6][c:7]([C:13]([F:14])([F:15])[F:16])[c:8]([CH2:11][OH:12])[cH:9][cH:10]1.[CH3:24][CH2:25][O:26][CH2:27][CH3:28].[Na+:23].[OH-:22].[OH2:21].[P:17]([Br:18])([Br:19])[Br:20]>>[CH3:1][S:2](=[O:3])(=[O:4])[c:5]1[cH:6][c:7]([C:13]([F:14])([F:15])[F:16])[c:8]([CH2:11][Br:18])[cH:9][cH:10]1. Starting materials: O=C(CCc1ccccc1)N1CCC(CCCl)CC1, [H-], [Na+], [Na+], C1CCOC1, [OH-], O, c1c[nH]cn1. Product: O=C(CCc1ccccc1)N1CCC(CCn2ccnc2)CC1. As a reaction SMILES: [Cl:8][CH2:9][CH2:10][CH:11]1[CH2:12][CH2:13][N:14]([C:17]([CH2:18][CH2:19][c:20]2[cH:21][cH:22][cH:23][cH:24][cH:25]2)=[O:26])[CH2:15][CH2:16]1.[H-:6].[Na+:28].[Na+:7].[O:29]1[CH2:30][CH2:31][CH2:32][CH2:33]1.[OH-:27].[OH2:34].[nH:1]1[cH:2][n:3][cH:4][cH:5]1>>[n:1]1([CH2:9][CH2:10][CH:11]2[CH2:12][CH2:13][N:14]([C:17]([CH2:18][CH2:19][c:20]3[cH:21][cH:22][cH:23][cH:24][cH:25]3)=[O:26])[CH2:15][CH2:16]2)[cH:2][n:3][cH:4][cH:5]1.